This data is from the Open Reaction Database (ORD), a public repository of structured organic reaction records. The task is: describe an organic reaction: reactants, conditions, products, and yield Reactants: C1(=CC=CC=C1)N1N=C(C(C1=O)C(CC(C)=O)=O)C (1-[1-phenyl-3-methyl-5-oxo-4,5-dihydro-1H-pyrazol-4-yl]-butane-1,3-dione), CNN (methylhydrazine). The product is CN1N=C(C=C1C1=C(N(N=C1C)C1=CC=CC=C1)O)C (2,5,5′-Trimethyl-2′-phenyl-2H,2′H-[3,4′]bipyrazolyl-3′-ol). Reaction SMILES: [C:1]1([N:7]2[C:11](=[O:12])[CH:10]([C:13](=O)[CH2:14][C:15](=O)[CH3:16])[C:9]([CH3:19])=[N:8]2)[CH:6]=[CH:5][CH:4]=[CH:3][CH:2]=1.[CH3:20][NH:21][NH2:22]>>[CH3:20][N:21]1[C:13]([C:10]2[C:9]([CH3:19])=[N:8][N:7]([C:1]3[CH:6]=[CH:5][CH:4]=[CH:3][CH:2]=3)[C:11]=2[OH:12])=[CH:14][C:15]([CH3:16])=[N:22]1. Procedure details: Prepare the title compound from 1-[1-phenyl-3-methyl-5-oxo-4,5-dihydro-1H-pyrazol-4-yl]-butane-1,3-dione and methylhydrazine according to the procedure of Example 28. The reactants are N1=CC=CC=2C3=CC=CC=C3C=CC12 (1-azaphenanthrene), O=I(=O)OI(=O)=O (iodopentoxide), O (water). Run in C(C)(=O)O (acetic acid). Reaction conditions: temperature 108 celsius. The product is N1=CC=CC2=C3C(C(C=CC3=CC=C12)=O)=O (1-azaphenanthrene-5,6-dione). Yield: 68.0%. As a reaction SMILES: [N:1]1[C:14]2[CH:13]=[CH:12][C:11]3[C:6](=[CH:7][CH:8]=[CH:9][CH:10]=3)[C:5]=2[CH:4]=[CH:3][CH:2]=1.[O:15]=I(OI(=O)=O)=O.[OH2:22]>C(O)(=O)C>[N:1]1[C:14]2[C:5](=[C:6]3[C:11](=[CH:12][CH:13]=2)[CH:10]=[CH:9][C:8](=[O:22])[C:7]3=[O:15])[CH:4]=[CH:3][CH:2]=1. Procedure: A solution of 68.3 g (381 mmol) of 1-azaphenanthrene and 157 g (470 mmol) of iodopentoxide in acetic acid was stirred under heat at 108° C. for 2 hours. After the reaction liquid had been cooled to room temperature, water was added to the reaction liquid to crystallize the product, and then the crystals were filtered off. Subsequently, the resultant crystal was dissolved in chloroform, washed with an aqueous solution of sodium hydrogen carbonate and an aqueous solution of sodium thiosulfate, dri... Reactants: N(=O)[O-].[Na+] (sodium nitrite), C(C)OC(C#CC(COCC1=CC=CC=C1)O)OCC (5-benzyloxy-4-hydroxy-2-pentynal diethyl acetal), C(C)OC(C#CC(COCC1=CC=CC=C1)O)OCC (5-benzyloxy-4-hydroxy-2-pentynal diethyl acetal). The reagents and catalysts are O (water), [Pt]=O (platinum oxide). The solvent is C(C)O (ethanol). Product: C(C)OC(CCC(COCC1=CC=CC=C1)O)OCC (5-Benzyloxy-4-hydroxypentanal diethyl acetal). Yield: 204.0%. As a reaction SMILES: [CH2:1]([O:3][CH:4]([O:18][CH2:19][CH3:20])[C:5]#[C:6][CH:7]([OH:17])[CH2:8][O:9][CH2:10][C:11]1[CH:16]=[CH:15][CH:14]=[CH:13][CH:12]=1)[CH3:2].N([O-])=O.[Na+]>O.[Pt]=O.C(O)C>[CH2:19]([O:18][CH:4]([O:3][CH2:1][CH3:2])[CH2:5][CH2:6][CH:7]([OH:17])[CH2:8][O:9][CH2:10][C:11]1[CH:12]=[CH:13][CH:14]=[CH:15][CH:16]=1)[CH3:20] |f:1.2|. Procedure details: A solution of 5-benzyloxy-4-hydroxy-2-pentynal diethyl acetal (43.2 g) in abs. ethanol (250 ml) is hydrogenated in the presence of 82.7% platinum oxide (1.4 g), sodium nitrite (14 mg) and 1 drop of water for 90 minutes in a Parr hydrogenation apparatus. The reaction is repeated exactly as above with another (43.2 g) portion of 5-benzyloxy-4-hydroxy-2-pentynal diethyl acetal; the two mixtures are combined and the catalyst is removed by filtration through a bed of celite and washed with ethanol. T... Starting materials: C, CCOP(=O)(OCC)C(OC)c1ccc([N+](=O)[O-])cc1, CO, [Pd]. The product is CCOP(=O)(OCC)C(OC)c1ccc(N)cc1. As a reaction SMILES: [C:21].[CH3:1][O:2][CH:3]([c:4]1[cH:5][cH:6][c:7]([N+:10]([O-:11])=[O:12])[cH:8][cH:9]1)[P:13]([O:14][CH2:15][CH3:16])([O:17][CH2:18][CH3:19])=[O:20].[CH3:23][OH:24].[Pd:22]>>[CH3:1][O:2][CH:3]([c:4]1[cH:5][cH:6][c:7]([NH2:10])[cH:8][cH:9]1)[P:13]([O:14][CH2:15][CH3:16])([O:17][CH2:18][CH3:19])=[O:20]. Reactants: [Al+3], [Cl-], [Cl-], [Cl-], O=[N+]([O-])c1ccccc1, O=C1CCC(=O)O1, c1ccc2ccccc2c1. Product: O=C(O)CCC(=O)c1cccc2ccccc12. Reaction SMILES: [Al+3:21].[Cl-:18].[Cl-:19].[Cl-:20].[O-:22][N+:23]([c:24]1[cH:25][cH:26][cH:27][cH:28][cH:29]1)=[O:30].[O:11]=[C:12]1[CH2:13][CH2:14][C:15](=[O:16])[O:17]1.[cH:1]1[cH:2][cH:3][c:4]2[cH:5][cH:6][cH:7][cH:8][c:9]2[cH:10]1>>[cH:1]1[cH:2][cH:3][c:4]2[cH:5][cH:6][cH:7][cH:8][c:9]2[c:10]1[C:15]([CH2:14][CH2:13][C:12](=[O:11])[OH:17])=[O:16].